Dataset: the Open Reaction Database (ORD), a public repository of structured organic reaction records. Task: describe an organic reaction: reactants, conditions, products, and yield Reactants: BrC=1C=C(C=CC1)C1=NN(C2=NC(=NC=C21)NCCN2CCOCC2)COCC[Si](C)(C)C ([3-(3-bromo-phenyl)-1-(2-trimethylsilanyl-ethoxymethyl)-1H-pyrazolo[3,4-d]pyrimidin-6-yl]-(2-morpholin-4-yl-ethyl)-amine), C(C)(C)(C)OC(NCCC(C1=CC=CC=C1)N)=O ((3-amino-3-phenyl-propyl)-carbamic acid tert-butyl ester), CN(C)C1=CC=CC=C1C2=CC=CC=C2P(C3CCCCC3)C4CCCCC4 (DavePhos), C(=O)([O-])[O-].[K+].[K+] (K2CO3). The reagents and catalysts are C=1C=CC(=CC1)/C=C/C(=O)/C=C/C2=CC=CC=C2.C=1C=CC(=CC1)/C=C/C(=O)/C=C/C2=CC=CC=C2.C=1C=CC(=CC1)/C=C/C(=O)/C=C/C2=CC=CC=C2.[Pd].[Pd] (Pd2(dba)3). The solvent is O1CCOCC1 (1,4-dioxane). Run at temperature 140 celsius, time 15 hour. Product: C(C)(C)(C)OC(NCCC(C1=CC=CC=C1)NC1=CC(=CC=C1)C1=NN(C2=NC(=NC=C21)NCCN2CCOCC2)COCC[Si](C)(C)C)=O ((3-{3-[6-(2-morpholin-4-yl-ethylamino)-1-(2-trimethylsilanyl-ethoxymethyl)-1H-pyrazolo[3,4-d]pyrimidin-3-yl]-phenylamino}-3-phenyl-propyl)-carbamic acid tert-butyl ester). RXN SMILES: Br[C:2]1[CH:3]=[C:4]([C:8]2[C:16]3[C:11](=[N:12][C:13]([NH:17][CH2:18][CH2:19][N:20]4[CH2:25][CH2:24][O:23][CH2:22][CH2:21]4)=[N:14][CH:15]=3)[N:10]([CH2:26][O:27][CH2:28][CH2:29][Si:30]([CH3:33])([CH3:32])[CH3:31])[N:9]=2)[CH:5]=[CH:6][CH:7]=1.[C:34]([O:38][C:39](=[O:51])[NH:40][CH2:41][CH2:42][CH:43]([NH2:50])[C:44]1[CH:49]=[CH:48][CH:47]=[CH:46][CH:45]=1)([CH3:37])([CH3:36])[CH3:35].CN(C1C(C2C(P(C3CCCCC3)C3CCCCC3)=CC=CC=2)=CC=CC=1)C.C([O-])([O-])=O.[K+].[K+]>C1C=CC(/C=C/C(/C=C/C2C=CC=CC=2)=O)=CC=1.C1C=CC(/C=C/C(/C=C/C2C=CC=CC=2)=O)=CC=1.C1C=CC(/C=C/C(/C=C/C2C=CC=CC=2)=O)=CC=1.[Pd].[Pd].O1CCOCC1>[C:34]([O:38][C:39](=[O:51])[NH:40][CH2:41][CH2:42][CH:43]([NH:50][C:2]1[CH:7]=[CH:6][CH:5]=[C:4]([C:8]2[C:16]3[C:11](=[N:12][C:13]([NH:17][CH2:18][CH2:19][N:20]4[CH2:25][CH2:24][O:23][CH2:22][CH2:21]4)=[N:14][CH:15]=3)[N:10]([CH2:26][O:27][CH2:28][CH2:29][Si:30]([CH3:33])([CH3:32])[CH3:31])[N:9]=2)[CH:3]=1)[C:44]1[CH:49]=[CH:48][CH:47]=[CH:46][CH:45]=1)([CH3:37])([CH3:35])[CH3:36] |f:3.4.5,6.7.8.9.10|. Procedure details: A sealed tube was charged with [3-(3-bromo-phenyl)-1-(2-trimethylsilanyl-ethoxymethyl)-1H-pyrazolo[3,4-d]pyrimidin-6-yl]-(2-morpholin-4-yl-ethyl)-amine (from Example 40 supra) (430 mg, 0.81 mmol), (3-amino-3-phenyl-propyl)-carbamic acid tert-butyl ester (from Example 2 supra) (300 mg, 1.13 mmol), DavePhos (63 mg, 0.16 mmol), K2CO3 (120 mg, 1.13 mmol), Pd2(dba)3 (37 mg, 0.04 mmol) and 1,4-dioxane (16 mL). This mixture was stirred at 140° C. for 15 hours under an atmosphere of N2. The mixture was ... Starting materials: resultant mixture, S(=O)(=O)(Cl)Cl (sulfuryl chloride), C(C)(=O)C1=NSC2=C1C=C(C=C2)N2C(N(C(=CC2=O)C(F)(F)F)C)=O (3-(3-acetyl-1,2-benzisothiazol-5-yl)-1-methyl-6-(trifluoromethyl)-2,4(1H,3H)-pyrimidinedione), S(=O)(=O)(Cl)Cl (sulfuryl chloride), resultant mixture. The reagents and catalysts are Cl (hydrochloric acid). The solvent is C(C)(=O)OCC (ethyl acetate), CCOCC (ether), C(Cl)(Cl)Cl (chloroform). Yields the product ClCC(=O)C1=NSC2=C1C=C(C=C2)N2C(N(C(=CC2=O)C(F)(F)F)C)=O (3-[3-(Chloroacetyl)-1,2-benzisothiazol-5-yl]-1-methyl-6-(trifluoromethyl)-2,4(1H,3H)-pyrimidinedione). As a reaction SMILES: [C:1]([C:4]1[C:8]2[CH:9]=[C:10]([N:13]3[C:18](=[O:19])[CH:17]=[C:16]([C:20]([F:23])([F:22])[F:21])[N:15]([CH3:24])[C:14]3=[O:25])[CH:11]=[CH:12][C:7]=2[S:6][N:5]=1)(=[O:3])[CH3:2].S(Cl)([Cl:29])(=O)=O>C(Cl)(Cl)Cl.Cl.C(OCC)(=O)C.CCOCC>[Cl:29][CH2:2][C:1]([C:4]1[C:8]2[CH:9]=[C:10]([N:13]3[C:18](=[O:19])[CH:17]=[C:16]([C:20]([F:22])([F:23])[F:21])[N:15]([CH3:24])[C:14]3=[O:25])[CH:11]=[CH:12][C:7]=2[S:6][N:5]=1)=[O:3]. Procedure: To a solution of 3-(3-acetyl-1,2-benzisothiazol-5-yl)-1-methyl-6-(trifluoromethyl)-2,4(1H,3H)-pyrimidinedione (0.570 g, 0.00154 mol) in chloroform is added sulfuryl chloride (0.350 ml, 0.00433 mol). The resultant mixture is stirred one hour at reflux. Concentrated hydrochloric acid (one drop) is added followed by sulfuryl chloride (1.05 ml, 0.0130 mol) and the resultant mixture is stirred three days at reflux. The mixture is cooled to room temperature, diluted with ethyl acetate and ether, washe... Starting materials: ClP(Cl)(Cl)(Cl)Cl, ClCCl, Cc1ccc(C)c(NC(=O)N2CCC(c3nc(C4=NOC(c5ccccc5)C4)cs3)CC2)c1. The product is Cc1ccc(C)c(N=C(Cl)N2CCC(c3nc(C4=NOC(c5ccccc5)C4)cs3)CC2)c1. As a reaction SMILES: [Cl:34][P:35]([Cl:36])([Cl:37])([Cl:38])[Cl:39].[Cl:40][CH2:41][Cl:42].[c:1]1([CH:7]2[CH2:8][C:9]([c:12]3[n:13][c:14]([CH:17]4[CH2:18][CH2:19][N:20]([C:23](=[O:24])[NH:25][c:26]5[c:27]([CH3:33])[cH:28][cH:29][c:30]([CH3:32])[cH:31]5)[CH2:21][CH2:22]4)[s:15][cH:16]3)=[N:10][O:11]2)[cH:2][cH:3][cH:4][cH:5][cH:6]1>>[c:1]1([CH:7]2[CH2:8][C:9]([c:12]3[n:13][c:14]([CH:17]4[CH2:18][CH2:19][N:20]([C:23](=[N:25][c:26]5[c:27]([CH3:33])[cH:28][cH:29][c:30]([CH3:32])[cH:31]5)[Cl:34])[CH2:21][CH2:22]4)[s:15][cH:16]3)=[N:10][O:11]2)[cH:2][cH:3][cH:4][cH:5][cH:6]1. Starting materials: [NH4+].[Cl-] (NH4Cl), CC(C)([O-])C.[K+] (Potassium tert-butoxide), COC(C(=O)C1=CN(C2=CC=CC=C12)C)=O ((1-methyl-1H-indol-3-yl)-oxo-acetic acid methyl ester), ClC=1C(=CC2=C(C=CC=C2C1)CN(C)C)CC(=O)N (2-(3-chloro-8-dimethylaminomethyl-naphthalen-2-yl)-acetamide). Solvent: O1CCCC1 (tetrahydrofuran), CCOC(=O)C (EtOAc). Reaction conditions: time 1 hour. Product: ClC=1C(=CC2=C(C=CC=C2C1)CN(C)C)C=1C(NC(C1C1=CN(C2=CC=CC=C12)C)=O)=O (3-(3-Chloro-8-dimethylaminomethyl-naphthalen-2-yl)-4-(1-methyl-1H-indol-3-yl)-pyrrole-2,5-dione). Yield: 12.7%. As a reaction SMILES: CC(C)([O-])C.[K+].CO[C:9](=[O:22])[C:10]([C:12]1[C:20]2[C:15](=[CH:16][CH:17]=[CH:18][CH:19]=2)[N:14]([CH3:21])[CH:13]=1)=O.[Cl:23][C:24]1[C:25]([CH2:38][C:39]([NH2:41])=[O:40])=[CH:26][C:27]2[C:32]([CH:33]=1)=[CH:31][CH:30]=[CH:29][C:28]=2[CH2:34][N:35]([CH3:37])[CH3:36].[NH4+].[Cl-]>O1CCCC1.CCOC(C)=O>[Cl:23][C:24]1[C:25]([C:38]2[C:39](=[O:40])[NH:41][C:9](=[O:22])[C:10]=2[C:12]2[C:20]3[C:15](=[CH:16][CH:17]=[CH:18][CH:19]=3)[N:14]([CH3:21])[CH:13]=2)=[CH:26][C:27]2[C:32]([CH:33]=1)=[CH:31][CH:30]=[CH:29][C:28]=2[CH2:34][N:35]([CH3:36])[CH3:37] |f:0.1,4.5|. Reported procedure: Potassium tert-butoxide (1.0 M in THF, 0.26 ml, 0.26 mmol, 3.0 equiv) was added at room temperature under an atmosphere of argon to a solution of (1-methyl-1H-indol-3-yl)-oxo-acetic acid methyl ester (24 mg, 0.11 mmol, 1.3 equiv) and of crude 2-(3-chloro-8-dimethylaminomethyl-naphthalen-2-yl)-acetamide (24 mg) in anhydrous tetrahydrofuran (2.5 ml, dried over molecular sieves). The reaction mixture was stirred for 1 hour at room temperature. It was then diluted with EtOAc and poured into a satura...